Dataset: the Open Reaction Database (ORD), a public repository of structured organic reaction records. Task: describe an organic reaction: reactants, conditions, products, and yield The reactants are COC(=O)C(CNC(=O)OC(C)(C)C)NC(=O)c1sc(C(=O)NCc2cccc(O)c2)cc1Br, ClCCl, O=C(O)C(F)(F)F. The product is COC(=O)C(CN)NC(=O)c1sc(C(=O)NCc2cccc(O)c2)cc1Br, O=C(O)C(F)(F)F. Reaction SMILES: [CH3:1][O:2][C:3]([CH:4]([CH2:5][NH:6][C:7]([O:8][C:9]([CH3:10])([CH3:11])[CH3:12])=[O:13])[NH:14][C:15](=[O:16])[c:17]1[s:18][c:19]([C:23]([NH:24][CH2:25][c:26]2[cH:27][c:28]([OH:32])[cH:29][cH:30][cH:31]2)=[O:33])[cH:20][c:21]1[Br:22])=[O:34].[Cl:42][CH2:43][Cl:44].[F:35][C:36]([C:37](=[O:38])[OH:39])([F:40])[F:41]>>[CH3:1][O:2][C:3]([CH:4]([CH2:5][NH2:6])[NH:14][C:15](=[O:16])[c:17]1[s:18][c:19]([C:23]([NH:24][CH2:25][c:26]2[cH:27][c:28]([OH:32])[cH:29][cH:30][cH:31]2)=[O:33])[cH:20][c:21]1[Br:22])=[O:34].[F:35][C:36]([C:37](=[O:38])[OH:39])([F:40])[F:41]. The reactants are COC([C@]1(N(CCC1)S(=O)(=O)C1=CC=C(C)C=C1)O)=O (N-tosylhydroxy-L-proline methyl ester), Cl (HCl). The solvent is C1CCOC1 (THF). Reaction conditions: temperature -20 celsius, time 18 hour. Product: S(=O)(=O)(C1=CC=C(C)C=C1)N1[C@](CO)(CCC1)O (N-tosylhydroxy-L-prolinol). Isolated yield 89.7%. Reaction SMILES: C[O:2][C:3](=O)[C@:4]1([OH:19])[CH2:8][CH2:7][CH2:6][N:5]1[S:9]([C:12]1[CH:18]=[CH:17][C:15]([CH3:16])=[CH:14][CH:13]=1)(=[O:11])=[O:10].Cl>C1COCC1>[S:9]([N:5]1[CH2:6][CH2:7][CH2:8][C@@:4]1([OH:19])[CH2:3][OH:2])([C:12]1[CH:13]=[CH:14][C:15]([CH3:16])=[CH:17][CH:18]=1)(=[O:10])=[O:11]. Reported procedure: To a solution of N-tosylhydroxy-L-proline methyl ester (62.20 g) in THF (600 mL) at 0° C. for 1 h and allowed to stand at 23° C. for 18 h. The reaction mixture was cooled to -20° C., made neutral with 6N HCl, and concentrated under reduced pressure. The residue was treated with water (550 mL) and extracted with EtOAc (4×300 mL). The combined organic extracts were washed with H2O, dried over MgSO4, filtered, and concentrated under reduced pressure to give N-tosylhydroxy-L-prolinol as a white soli...